describe an organic reaction: reactants, conditions, products, and yield From a dataset of the Open Reaction Database (ORD), a public repository of structured organic reaction records. Starting materials: C=C1C[C@H]2[C@@H]3CCC([C@@]3(C)CC[C@@H]2[C@]2(CCC(CC12)=O)C)=O (6-methyleneandrostane-3,17-dione), Cl.Cl.NCCON (2-aminoethoxyamine dihydrochloride). Yields the product Cl.NCCON=C1CC2C(C[C@H]3[C@@H]4CCC([C@@]4(C)CC[C@@H]3[C@]2(CC1)C)=O)=C (3-(2-Aminoethoxyimino)-6-methyleneandrostan-17-one hydrochloride). Isolated yield 40.0%. Reaction SMILES: [CH2:1]=[C:2]1[CH:19]2[C@:14]([CH3:21])([CH2:15][CH2:16][C:17](=O)[CH2:18]2)[C@@H:13]2[C@H:4]([C@H:5]3[C@@:9]([CH2:11][CH2:12]2)([CH3:10])[C:8](=[O:22])[CH2:7][CH2:6]3)[CH2:3]1.[ClH:23].Cl.[NH2:25][CH2:26][CH2:27][O:28][NH2:29]>>[ClH:23].[NH2:25][CH2:26][CH2:27][O:28][N:29]=[C:17]1[CH2:16][CH2:15][C@@:14]2([CH3:21])[CH:19]([C:2](=[CH2:1])[CH2:3][C@@H:4]3[C@@H:13]2[CH2:12][CH2:11][C@@:9]2([CH3:10])[C@H:5]3[CH2:6][CH2:7][C:8]2=[O:22])[CH2:18]1 |f:1.2.3,4.5|. Procedure: Prepared in 40% yield as described in Example 1 starting from 6-methyleneandrostane-3,17-dione (II-ah, Prepn. 8) and 2-aminoethoxyamine dihydrochloride. The crude product (1.65 g) was crystallized twice from EtOAc to give the title compound I-ai. H-NMR (300 MHz, DMSO-d6, ppm from TMS): δ 7.97 (bb, 3H), 4.81 (bs, 1H), 4.49 (bs, 1H), 4.08 (t, 2H), 3.10 (m, 1H), 3.02 (t, 2H), 2.45-0.85 (m, 19H), 0.77 (s, 3H), 0.75 (s, 3H).